This data is from the Open Reaction Database (ORD), a public repository of structured organic reaction records. The task is: describe an organic reaction: reactants, conditions, products, and yield Starting materials: C(CCC)[Li] (n-butyl lithium), N1=CC=CC=2CCCCC12 (5,6,7,8-tetrahydroquinoline), N1=CC=CC=2CCCC(C12)C(N)=S (5,6,7,8-tetrahydroquinoline-8-thiocarboxamide). Yields the product [Li]C1CCCC=2C=CC=NC12 (8-Lithio-5,6,7,8-tetrahydroquinoline). Reaction SMILES: [CH2:1]([Li:5])[CH2:2][CH2:3][CH3:4].[N:6]1[C:15]2CCCC[C:10]=2[CH:9]=[CH:8][CH:7]=1.N1C2C(C(=S)N)CCCC=2C=CC=1>>[Li:5][CH:1]1[C:15]2[N:6]=[CH:7][CH:8]=[CH:9][C:10]=2[CH2:4][CH2:3][CH2:2]1. Reported procedure: The title compound is prepared using n-butyl lithium (9% w/v in hexane) and 5,6,7,8-tetrahydroquinoline by the general procedure of Example 7. The product may be converted to 5,6,7,8-tetrahydroquinoline-8-thiocarboxamide by the procedures described in Example 2 above, and U.S. Ser. No. 460,265. Reactants: Cl.COC=1C=C(C=CC1OC)C=1C(C(N(N1)C1CCNCC1)=O)(C)C (5-(3,4-dimethoxyphenyl)-4,4-dimethyl-2-(piperidin-4-yl)-2,4-dihydro-3H-pyrazol-3-one hydrochloride), Cl.COC=1C=C(C=CC1OC)C=1C(C(N(N1)C1CCNCC1)=O)(C)C (5-(3,4-dimethoxyphenyl)-4,4-dimethyl-2-(piperidin-4-yl)-2,4-dihydro-3H-pyrazol-3-one hydrochloride), CC1=CC(=NC2=CC=CC=C12)C(=O)O (4-methylquinoline-2-carboxylic acid). The product is COC=1C=C(C=CC1OC)C=1C(C(N(N1)C1CCN(CC1)C(=O)C1=NC2=CC=CC=C2C(=C1)C)=O)(C)C (5-(3,4-Dimethoxyphenyl)-4,4-dimethyl-2-{1-[(4-methylquinolin-2-yl)carbonyl]piperidin-4-yl}-2,4-dihydro-3H-pyrazol-3-one). RXN SMILES: Cl.[CH3:2][O:3][C:4]1[CH:5]=[C:6]([C:12]2[C:13]([CH3:25])([CH3:24])[C:14](=[O:23])[N:15]([CH:17]3[CH2:22][CH2:21][NH:20][CH2:19][CH2:18]3)[N:16]=2)[CH:7]=[CH:8][C:9]=1[O:10][CH3:11].[CH3:26][C:27]1[C:36]2[C:31](=[CH:32][CH:33]=[CH:34][CH:35]=2)[N:30]=[C:29]([C:37](O)=[O:38])[CH:28]=1>>[CH3:2][O:3][C:4]1[CH:5]=[C:6]([C:12]2[C:13]([CH3:25])([CH3:24])[C:14](=[O:23])[N:15]([CH:17]3[CH2:22][CH2:21][N:20]([C:37]([C:29]4[CH:28]=[C:27]([CH3:26])[C:36]5[C:31](=[CH:32][CH:33]=[CH:34][CH:35]=5)[N:30]=4)=[O:38])[CH2:19][CH2:18]3)[N:16]=2)[CH:7]=[CH:8][C:9]=1[O:10][CH3:11] |f:0.1|. Procedure details: The title compound is prepared analogously as described for GP2-WU2 using 5-(3,4-dimethoxyphenyl)-4,4-dimethyl-2-(piperidin-4-yl)-2,4-dihydro-3H-pyrazol-3-one (compound B1) and 4-methylquinoline-2-carboxylic acid as starting compounds. The crude product is purified by chromatography (amino phase silica gel and DCM) and by crystallization from methanol to yield the title compound. The reactants are OCCCN(C(C)=O)CC1=NC2=CC=CC=C2C=C1 (N-(3-Hydroxy-propyl)-N-quinolin-2-ylmethyl-acetamide), CN1CCCN(C1=O)C (DMPU), O (water), [H-].[Na+] (Sodium hydride), BrCC1=C(C(=O)OC)C(=CC=C1)C (Methyl 2-bromomethyl-6-methyl-benzoate). Run in C1CCOC1 (THF). Run at temperature 0 celsius, time 10 minute. The product is C(C)(=O)N(CCCCOCC1=C(C(=O)OC)C(=CC=C1)C)CC1=NC2=CC=CC=C2C=C1 (Methyl 2-[4-(Acetyl-quinolin-2-ylmethyl-amino)-butoxymethyl]-6-methyl-benzoate). Reaction SMILES: O[CH2:2][CH2:3][CH2:4][N:5]([CH2:9][C:10]1[CH:19]=[CH:18][C:17]2[C:12](=[CH:13][CH:14]=[CH:15][CH:16]=2)[N:11]=1)[C:6](=[O:8])[CH3:7].[H-].[Na+].Br[CH2:23][C:24]1[CH:33]=[CH:32][CH:31]=[C:30]([CH3:34])[C:25]=1[C:26]([O:28][CH3:29])=[O:27].O.CN1[C:42](=[O:43])N(C)CCC1>C1COCC1>[C:6]([N:5]([CH2:9][C:10]1[CH:19]=[CH:18][C:17]2[C:12](=[CH:13][CH:14]=[CH:15][CH:16]=2)[N:11]=1)[CH2:4][CH2:3][CH2:2][CH2:42][O:43][CH2:23][C:24]1[CH:33]=[CH:32][CH:31]=[C:30]([CH3:34])[C:25]=1[C:26]([O:28][CH3:29])=[O:27])(=[O:8])[CH3:7] |f:1.2|. Procedure details: N-(3-Hydroxy-propyl)-N-quinolin-2-ylmethyl-acetamide (410 mg, 1.5 mmol, EXAMPLE 39a) is dissolved in 20% DMPU in THF (3 mL) and cooled to 0° C. Sodium hydride (60%, 66 mg, 1.65 mmol) is added and the contents are stirred for 10 min. Methyl 2-bromomethyl-6-methyl-benzoate (77%, 365 mg, 1.5 mmol, EXAMPLE 2a) is added. The contents are allowed to come to r.t., and are stirred overnight. The contents are poured into water (100 mL) and extracted with ethyl acetate (3×75 mL). The organic fractions are...